From a dataset of the Open Reaction Database (ORD), a public repository of structured organic reaction records. describe an organic reaction: reactants, conditions, products, and yield Starting materials: Brc1cncc(Br)c1, CCOCC, CC(C)(C)[O-], Cc1ccccc1, CC(C)(C)OC(=O)N1CCC2CNCC21, [Na+], O=C(C=Cc1ccccc1)C=Cc1ccccc1, O=C(C=Cc1ccccc1)C=Cc1ccccc1, O=C(C=Cc1ccccc1)C=Cc1ccccc1, [Pd], [Pd], c1ccc(P(c2ccccc2)c2ccc3ccccc3c2-c2c(P(c3ccccc3)c3ccccc3)ccc3ccccc23)cc1. Yields the product CC(C)(C)OC(=O)N1CCC2CN(c3cncc(Br)c3)CC21. RXN SMILES: [Br:62][c:63]1[cH:64][n:65][cH:66][c:67]([Br:68])[cH:69]1.[CH3:139][CH2:140][O:141][CH2:142][CH3:143].[CH3:70][C:71]([CH3:72])([O-:73])[CH3:74].[CH3:76][c:77]1[cH:78][cH:79][cH:80][cH:81][cH:82]1.[N:1]1([C:9](=[O:10])[O:11][C:12]([CH3:13])([CH3:14])[CH3:15])[CH:2]2[CH:3]([CH2:4][CH2:5]1)[CH2:6][NH:7][CH2:8]2.[Na+:75].[O:103]=[C:104]([CH:105]=[CH:106][c:107]1[cH:108][cH:109][cH:110][cH:111][cH:112]1)[CH:113]=[CH:114][c:115]1[cH:116][cH:117][cH:118][cH:119][cH:120]1.[O:121]=[C:122]([CH:123]=[CH:124][c:125]1[cH:126][cH:127][cH:128][cH:129][cH:130]1)[CH:131]=[CH:132][c:133]1[cH:134][cH:135][cH:136][cH:137][cH:138]1.[O:85]=[C:86]([CH:87]=[CH:88][c:89]1[cH:90][cH:91][cH:92][cH:93][cH:94]1)[CH:95]=[CH:96][c:97]1[cH:98][cH:99][cH:100][cH:101][cH:102]1.[Pd:83].[Pd:84].[c:16]1([P:17]([c:18]2[cH:19][cH:20][cH:21][cH:22][cH:23]2)[c:24]2[cH:25][cH:26][c:27]3[c:28]([cH:29][cH:30][cH:31][cH:32]3)[c:33]2-[c:34]2[c:35]3[c:36]([cH:37][cH:38][cH:39][cH:40]3)[cH:41][cH:42][c:43]2[P:44]([c:45]2[cH:46][cH:47][cH:48][cH:49][cH:50]2)[c:51]2[cH:52][cH:53][cH:54][cH:55][cH:56]2)[cH:57][cH:58][cH:59][cH:60][cH:61]1>>[N:1]1([C:9](=[O:10])[O:11][C:12]([CH3:13])([CH3:14])[CH3:15])[CH:2]2[CH:3]([CH2:4][CH2:5]1)[CH2:6][N:7]([c:67]1[cH:66][n:65][cH:64][c:63]([Br:62])[cH:69]1)[CH2:8]2.